Dataset: the Open Reaction Database (ORD), a public repository of structured organic reaction records. Task: describe an organic reaction: reactants, conditions, products, and yield Reactants: CN(C)C=O, CCOC(C)=O, COCCOc1cc(F)cc(CCl)c1OCCOC, N#C[K]. Yields the product COCCOc1cc(F)cc(CC#N)c1OCCOC. Reaction SMILES: [CH3:23][N:24]([CH3:25])[CH:26]=[O:27].[CH3:28][CH2:29][O:30][C:31](=[O:32])[CH3:33].[Cl:1][CH2:2][c:3]1[c:4]([O:15][CH2:16][CH2:17][O:18][CH3:19])[c:5]([O:10][CH2:11][CH2:12][O:13][CH3:14])[cH:6][c:7]([F:9])[cH:8]1.[K:20][C:21]#[N:22]>>[CH2:2]([c:3]1[c:4]([O:15][CH2:16][CH2:17][O:18][CH3:19])[c:5]([O:10][CH2:11][CH2:12][O:13][CH3:14])[cH:6][c:7]([F:9])[cH:8]1)[C:21]#[N:22]. Starting materials: COC(C1=CC(=CC(=C1)I)O)=O (3-hydroxy-5-iodobenzoic acid methyl ester), NC1=NN(C=C1)C (3-amino-1-methyl-1H-pyrazole), O([Si](C)(C)C(C)(C)C)C[C@@H](C)O ((2R)-1-(tert-butyldimethylsiloxy)-2-hydroxypropane), CS(=O)(=O)C1=CC=C(C=C1)S (4-methanesulfonylbenzenethiol). Product: OCC(OC=1C=C(C=C(C(=O)NC2=NN(C=C2)C)C1)SC1=CC=C(C=C1)S(=O)(=O)C)C (5-(2-hydroxy-1-methyl-ethoxy)-3-(4-methanesulfonylphenylsulfanyl)-N-(1-methyl-1H-pyrazol-3-yl)benzamide). Reaction SMILES: CO[C:3](=[O:12])[C:4]1[CH:9]=[C:8](I)[CH:7]=[C:6]([OH:11])[CH:5]=1.[O:13]([CH2:21][C@H:22](O)[CH3:23])[Si](C(C)(C)C)(C)C.[CH3:25][S:26]([C:29]1[CH:34]=[CH:33][C:32]([SH:35])=[CH:31][CH:30]=1)(=[O:28])=[O:27].[NH2:36][C:37]1[CH:41]=[CH:40][N:39]([CH3:42])[N:38]=1>>[OH:13][CH2:21][CH:22]([CH3:23])[O:11][C:6]1[CH:7]=[C:8]([S:35][C:32]2[CH:33]=[CH:34][C:29]([S:26]([CH3:25])(=[O:28])=[O:27])=[CH:30][CH:31]=2)[CH:9]=[C:4]([CH:5]=1)[C:3]([NH:36][C:37]1[CH:41]=[CH:40][N:39]([CH3:42])[N:38]=1)=[O:12]. Procedure details: The compound of Production Example 133 was obtained as a colorless amorphous substance using 3-hydroxy-5-iodobenzoic acid methyl ester, (2R)-1-(tert-butyldimethylsiloxy)-2-hydroxypropane, 4-methanesulfonylbenzenethiol and 3-amino-1-methyl-1H-pyrazole, by the same method as in Production Example 74 or 82, a corresponding method, or a combination thereof with an ordinary method. The reactants are COC(=O)C(CC1CCCCC1)N1CC(Oc2cccc(Cl)c2)=CC1=O, [Li+], C1CCOC1, [OH-], O. The product is O=C(O)C(CC1CCCCC1)N1CC(Oc2cccc(Cl)c2)=CC1=O. RXN SMILES: [CH3:1][O:2][C:3]([CH:4]([CH2:5][CH:6]1[CH2:7][CH2:8][CH2:9][CH2:10][CH2:11]1)[N:12]1[C:13](=[O:25])[CH:14]=[C:15]([O:17][c:18]2[cH:19][c:20]([Cl:24])[cH:21][cH:22][cH:23]2)[CH2:16]1)=[O:26].[Li+:27].[O:30]1[CH2:31][CH2:32][CH2:33][CH2:34]1.[OH-:28].[OH2:29]>>[O:2]=[C:3]([CH:4]([CH2:5][CH:6]1[CH2:7][CH2:8][CH2:9][CH2:10][CH2:11]1)[N:12]1[C:13](=[O:25])[CH:14]=[C:15]([O:17][c:18]2[cH:19][c:20]([Cl:24])[cH:21][cH:22][cH:23]2)[CH2:16]1)[OH:26]. Starting materials: [NH4+].[Cl-] (NH4Cl), C(C1=CC=CC=C1)N(C(C(=O)O)C1(CCOCC1)OC1=C(C(=CC=C1[N+](=O)[O-])F)F)CC1=CC=CC=C1 (2-(dibenzylamino)-2-(4-(2,3-difluoro-6-nitrophenoxy)tetrahydro-2H-pyran-4-yl)-acetic acid). The reagents and catalysts are [Zn] (Zn). The solvent is CO (MeOH). Conditions: temperature 65 celsius. Product: NC1=CC=C(C(=C1OC1(CCOCC1)C(C(=O)O)N(CC1=CC=CC=C1)CC1=CC=CC=C1)F)F ([4-(6-amino-2,3-difluoro-phenoxy)-tetrahydro-pyran-4-yl]-dibenzylamino-acetic acid). The yield is 85.4%. As a reaction SMILES: [NH4+].[Cl-].[CH2:3]([N:10]([CH2:33][C:34]1[CH:39]=[CH:38][CH:37]=[CH:36][CH:35]=1)[CH:11]([C:15]1([O:21][C:22]2[C:27]([N+:28]([O-])=O)=[CH:26][CH:25]=[C:24]([F:31])[C:23]=2[F:32])[CH2:20][CH2:19][O:18][CH2:17][CH2:16]1)[C:12]([OH:14])=[O:13])[C:4]1[CH:9]=[CH:8][CH:7]=[CH:6][CH:5]=1>CO.[Zn]>[NH2:28][C:27]1[C:22]([O:21][C:15]2([CH:11]([N:10]([CH2:33][C:34]3[CH:39]=[CH:38][CH:37]=[CH:36][CH:35]=3)[CH2:3][C:4]3[CH:9]=[CH:8][CH:7]=[CH:6][CH:5]=3)[C:12]([OH:14])=[O:13])[CH2:16][CH2:17][O:18][CH2:19][CH2:20]2)=[C:23]([F:32])[C:24]([F:31])=[CH:25][CH:26]=1 |f:0.1|. Procedure: NH4Cl (48.0 mg, 0.90 mmol, Eq: 2) and Zn powder (440 mg, 6.73 mmol, Eq: 15) were added to a solution of 2-(dibenzylamino)-2-(4-(2,3-difluoro-6-nitrophenoxy)tetrahydro-2H-pyran-4-yl)-acetic acid (230 mg, 449 μmol, Eq: 1.00) in MeOH (10 mL) and the mixture was heated to 65° C. After 2 h the mixture was filtered through Celite. The filtrate was concentrated and partitioned between 1 N NaOAc and EtOAc. The organic layer was dried over Na2SO4 then concentrated under reduced pressure to afford [4-(6-a... Starting materials: O=C(Br)C(=O)Br, OC1OC(COCc2ccccc2)CC(OCc2ccccc2)C1OCc1ccccc1, ClCCl, CN(C)C=O. Product: BrC1OC(COCc2ccccc2)CC(OCc2ccccc2)C1OCc1ccccc1. Reaction SMILES: [C:38]([Br:39])(=[O:40])[C:42]([Br:41])=[O:43].[CH2:1]([c:2]1[cH:3][cH:4][cH:5][cH:6][cH:7]1)[O:8][CH:9]1[CH:10]([OH:11])[O:12][CH:13]([CH2:24][O:25][CH2:26][c:27]2[cH:28][cH:29][cH:30][cH:31][cH:32]2)[CH2:14][CH:15]1[O:16][CH2:17][c:18]1[cH:19][cH:20][cH:21][cH:22][cH:23]1.[Cl:44][CH2:45][Cl:46].[O:33]=[CH:34][N:35]([CH3:36])[CH3:37]>>[CH2:1]([c:2]1[cH:3][cH:4][cH:5][cH:6][cH:7]1)[O:8][CH:9]1[CH:10]([Br:41])[O:12][CH:13]([CH2:24][O:25][CH2:26][c:27]2[cH:28][cH:29][cH:30][cH:31][cH:32]2)[CH2:14][CH:15]1[O:16][CH2:17][c:18]1[cH:19][cH:20][cH:21][cH:22][cH:23]1. Starting materials: O.N[C@@H](CCCCN)C(=O)O (L-lysine monohydrate), C(CCC(=O)[O-])(=O)[O-].[Li+].[Li+] (lithium succinate). Solvent: O (water). The product is C(CCC(=O)[O-])(=O)[O-].N[C@@H](CCCCN)C(=O)O.[Li+].[Li+] (Lithium Lysine Succinate). RXN SMILES: O.[NH2:2][C@H:3]([C:9]([OH:11])=[O:10])[CH2:4][CH2:5][CH2:6][CH2:7][NH2:8].[C:12]([O-:19])(=[O:18])[CH2:13][CH2:14][C:15]([O-:17])=[O:16].[Li+:20].[Li+]>O>[C:12]([O-:19])(=[O:18])[CH2:13][CH2:14][C:15]([O-:17])=[O:16].[NH2:2][C@H:3]([C:9]([OH:11])=[O:10])[CH2:4][CH2:5][CH2:6][CH2:7][NH2:8].[Li+:20].[Li+:20] |f:0.1,2.3.4,6.7.8.9|. Reported procedure: 10 grams of L-lysine monohydrate are dissolved in 25 ml of water, 8.1 grams of lithium succinate is added and dissolved. The solution is then dried in a 110° C. oven until solids begin to form when cooled to room temperature. After 15 to 30 minutes solids form at room temperature and are collected.